Dataset: the Open Reaction Database (ORD), a public repository of structured organic reaction records. Task: describe an organic reaction: reactants, conditions, products, and yield Reactants: C1CCOC1, CCOC(=O)N=NC(=O)OCC, O=C1NC(=O)c2ccccc21, Cc1sc2cncn2c1CO, c1ccc(P(c2ccccc2)c2ccccc2)cc1. The product is Cc1sc2cncn2c1CN1C(=O)c2ccccc2C1=O. RXN SMILES: [CH2:54]1[O:55][CH2:56][CH2:57][CH2:58]1.[O:1]=[C:2]([O:3][CH2:4][CH3:5])[N:6]=[N:7][C:8]([O:9][CH2:10][CH3:11])=[O:12].[O:24]=[C:25]1[NH:26][C:27](=[O:28])[c:29]2[cH:30][cH:31][cH:32][cH:33][c:34]21.[OH:13][CH2:14][c:15]1[n:16]2[c:17]([s:18][c:19]1[CH3:20])[cH:21][n:22][cH:23]2.[c:35]1([P:36]([c:37]2[cH:38][cH:39][cH:40][cH:41][cH:42]2)[c:43]2[cH:44][cH:45][cH:46][cH:47][cH:48]2)[cH:49][cH:50][cH:51][cH:52][cH:53]1>>[CH2:14]([c:15]1[n:16]2[c:17]([s:18][c:19]1[CH3:20])[cH:21][n:22][cH:23]2)[N:26]1[C:25](=[O:24])[c:34]2[c:29]([cH:30][cH:31][cH:32][cH:33]2)[C:27]1=[O:28].